From a dataset of the Open Reaction Database (ORD), a public repository of structured organic reaction records. describe an organic reaction: reactants, conditions, products, and yield The product is COC(=O)c1cc(C(CBr)O[Si](C)(C)C(C)(C)C)ccc1OCc1ccccc1. Reaction SMILES: [C:28]([CH3:29])([CH3:30])([CH3:31])[Si:32]([CH3:33])([CH3:34])[Cl:35].[CH2:1]([c:2]1[cH:3][cH:4][cH:5][cH:6][cH:7]1)[O:8][c:9]1[c:10]([C:11](=[O:12])[O:13][CH3:14])[cH:15][c:16]([CH:19]([CH2:20][Br:21])[OH:22])[cH:17][cH:18]1.[CH3:36][N:37]([c:38]1[cH:39][cH:40][n:41][cH:42][cH:43]1)[CH3:44].[CH3:45][N:46]([CH3:47])[CH:48]=[O:49].[nH:23]1[cH:24][cH:25][n:26][cH:27]1>>[CH2:1]([c:2]1[cH:3][cH:4][cH:5][cH:6][cH:7]1)[O:8][c:9]1[c:10]([C:11](=[O:12])[O:13][CH3:14])[cH:15][c:16]([CH:19]([CH2:20][Br:21])[O:22][Si:32]([C:28]([CH3:29])([CH3:30])[CH3:31])([CH3:33])[CH3:34])[cH:17][cH:18]1. The reactants are CC(C)(C)[Si](C)(C)Cl, COC(=O)c1cc(C(O)CBr)ccc1OCc1ccccc1, CN(C)c1ccncc1, CN(C)C=O, c1c[nH]cn1. Starting materials: Cl.NO (Hydroxylamine hydrochloride), C=C(C)C1=NC2=C(C=NC(=C2)C#N)N1 (2-(prop-1-en-2-yl)-3H-imidazo[4,5-c]pyridine-6-carbonitrile), C([O-])(O)=O.[Na+] (sodium bicarbonate), O (water). Run in C(C)O (ethanol). Conditions: temperature 100 celsius, time 15 minute. The product is C=C(C)C1=NC2=C(C=NC(=C2)C(N)=N)N1 (2-(prop-1-en-2-yl)-3H-imidazo[4,5-c]pyridine-6-carboximidamide). As a reaction SMILES: Cl.[NH2:2]O.C(=O)(O)[O-].[Na+].O.[CH2:10]=[C:11]([C:13]1[NH:23][C:16]2[CH:17]=[N:18][C:19]([C:21]#[N:22])=[CH:20][C:15]=2[N:14]=1)[CH3:12]>C(O)C>[CH2:10]=[C:11]([C:13]1[NH:23][C:16]2[CH:17]=[N:18][C:19]([C:21](=[NH:2])[NH2:22])=[CH:20][C:15]=2[N:14]=1)[CH3:12] |f:0.1,2.3|. Reported procedure: Hydroxylamine hydrochloride (37.7 mg, 0.54 mmol), sodium bicarbonate (68.4 mg, 0.81 mmol), and water (0.54 mL) were combined in a vial and stirred for 15 minutes. This solution was added to a vial containing 4-(5-chloropyridin-3-yl)-3-[(1R or S)-1-(trans-4-methylcyclohexyl)ethyl]-2-(prop-1-en-2-yl)-3H-imidazo[4,5-c]pyridine-6-carbonitrile (114 mg, 0.27 mmol) dissolved in ethanol (1.3 mL). The mixture was sealed and heated at 100° C. for 1 hour. The reaction was cooled to room temperature, quench... Starting materials: FC(C=1C=C2C=NN(C2=C(C1)CO)COCC[Si](C)(C)C)(F)F ((5-(trifluoromethyl)-1-((2-(trimethylsilyl)ethoxy)methyl)-1H-indazol-7-yl)methanol), C(Br)(Br)(Br)Br (carbon tetrabromide), C1(=CC=CC=C1)P(C1=CC=CC=C1)C1=CC=CC=C1 (triphenylphosphine). Solvent: CCCCC (pentane), O1CCCC1 (tetrahydrofuran). Reaction conditions: time 30 minute. Yields the product BrCC=1C=C(C=C2C=NN(C12)COCC[Si](C)(C)C)C(F)(F)F (7-(Bromomethyl)-5-(trifluoromethyl)-1-((2-(trimethylsilyl)ethoxy)methyl)-1H-indazole). As a reaction SMILES: [F:1][C:2]([F:23])([F:22])[C:3]1[CH:4]=[C:5]2[C:9](=[C:10]([CH2:12]O)[CH:11]=1)[N:8]([CH2:14][O:15][CH2:16][CH2:17][Si:18]([CH3:21])([CH3:20])[CH3:19])[N:7]=[CH:6]2.C(Br)(Br)(Br)[Br:25].C1(P(C2C=CC=CC=2)C2C=CC=CC=2)C=CC=CC=1>O1CCCC1.CCCCC>[Br:25][CH2:12][C:10]1[CH:11]=[C:3]([C:2]([F:23])([F:22])[F:1])[CH:4]=[C:5]2[C:9]=1[N:8]([CH2:14][O:15][CH2:16][CH2:17][Si:18]([CH3:21])([CH3:20])[CH3:19])[N:7]=[CH:6]2. Procedure: To a solution of (5-(trifluoromethyl)-1-((2-(trimethylsilyl)ethoxy)methyl)-1H-indazol-7-yl)methanol (980 mg, 2.83 mmol) and carbon tetrabromide (1.41 g, 4.24 mmol) in tetrahydrofuran (10 mL) at 0° C. was added triphenylphosphine (1.11 g, 4.24 mmol). The resulting solution was stirred at room temperature for 30 min. The reaction was diluted with several volumes of pentane and filtered to remove undissolved solids. The organics were concentrated and purified by column chromatography (4%→8% EtOAc/H...